Dataset: the Open Reaction Database (ORD), a public repository of structured organic reaction records. Task: describe an organic reaction: reactants, conditions, products, and yield The reactants are C(C=C)N1CCC2(CC1)CCC(CC2)(N(C)C)C2=CC=CC=C2 (3-allyl-N,N-dimethyl-9-phenyl-3-azaspiro[5.5]undecan-9-amine). Reagents/catalysts: Cl[Ru](Cl)([P](C1CCCCC1)(C2CCCCC2)C3CCCCC3)([P](C4CCCCC4)(C5CCCCC5)C6CCCCC6)=CC7=CC=CC=C7 (Grubb's catalyst). Run in C1(=CC=CC=C1)C (toluene). The product is CN(C1(CCC2(CCNCC2)CC1)C1=CC=CC=C1)C (N,N-dimethyl-9-phenyl-3-azaspiro[5.5]undecan-9-amine). As a reaction SMILES: C([N:4]1[CH2:9][CH2:8][C:7]2([CH2:14][CH2:13][C:12]([C:18]3[CH:23]=[CH:22][CH:21]=[CH:20][CH:19]=3)([N:15]([CH3:17])[CH3:16])[CH2:11][CH2:10]2)[CH2:6][CH2:5]1)C=C>Cl[Ru](=CC1C=CC=CC=1)([P](C1CCCCC1)(C1CCCCC1)C1CCCCC1)([P](C1CCCCC1)(C1CCCCC1)C1CCCCC1)Cl.C1(C)C=CC=CC=1>[CH3:16][N:15]([CH3:17])[C:12]1([C:18]2[CH:19]=[CH:20][CH:21]=[CH:22][CH:23]=2)[CH2:11][CH2:10][C:7]2([CH2:6][CH2:5][NH:4][CH2:9][CH2:8]2)[CH2:14][CH2:13]1 |^1:32,51|. Procedure: Grubb's catalyst (0.012 g, 0.013 mmol) was added to a solution of 3-allyl-N,N-dimethyl-9-phenyl-3-azaspiro[5.5]undecan-9-amine (0.09 g, 0.266 mmol) in dry toluene (5 ml) at room temperature and the mixture was refluxed for 2 h. The sediment was filtered off over celite and rewashed with ethyl acetate. The filtrate was concentrated to small volume under vacuum and the crude product used in the next stage without further purification. Yield: quantitative